This data is from the Open Reaction Database (ORD), a public repository of structured organic reaction records. The task is: describe an organic reaction: reactants, conditions, products, and yield Reactants: CC(C)([O-])C.[K+] (potassium tert-butoxide), O1C(OCCC1)CCOC1=CC=C(C=O)C=C1 (4-(2-[1,3]-dioxane-2-yl-ethoxy)benzaldehyde). The reagents and catalysts are [Br-].C[P+](C1=CC=CC=C1)(C1=CC=CC=C1)C1=CC=CC=C1 (methyl triphenylphosphonium bromide). The solvent is CCOCC (ether), CCOCC (ether). Yields the product C(=C)C1=CC=C(OCCC2OCCCO2)C=C1 (2-[2-(4-vinylphenoxy)ethyl]-[1,3]-dioxane). The yield is 77.6%. Reaction SMILES: [CH3:1]C(C)([O-])C.[K+].[O:7]1[CH2:12][CH2:11][CH2:10][O:9][CH:8]1[CH2:13][CH2:14][O:15][C:16]1[CH:23]=[CH:22][C:19]([CH:20]=O)=[CH:18][CH:17]=1>[Br-].C[P+](C1C=CC=CC=1)(C1C=CC=CC=1)C1C=CC=CC=1.CCOCC>[CH:20]([C:19]1[CH:22]=[CH:23][C:16]([O:15][CH2:14][CH2:13][CH:8]2[O:9][CH2:10][CH2:11][CH2:12][O:7]2)=[CH:17][CH:18]=1)=[CH2:1] |f:0.1,3.4|. Procedure details: In another 2 liter flask, 57.2 g of methyl triphenylphosphonium bromide was placed. 500 ml of anhydrous ether was poured and then, stirred. To the resulting solution was slowly added 18.0 g of potassium tert-butoxide and reacted at room temperature for 3 hrs. 25.6 g of the above 4-(2-[1,3]-dioxane-2-yl-ethoxy)benzaldehyde was dissolved in 200 ml of anhydrous ether and was slowly added to the reaction mixture and then subjected to reaction at room temperature for 4 hrs. After completion of the re...